From a dataset of the Open Reaction Database (ORD), a public repository of structured organic reaction records. describe an organic reaction: reactants, conditions, products, and yield Product: C1(=CC=CC=C1)NC(=O)C1=NC(=CC(=C1)C=1C=NC=C(C1)F)C (5-Fluoro-6′-methyl-[3,4′]bipyridinyl-2′-carboxylic acid phenylamide). Reaction SMILES: C(O[C:4]([C:6]1[CH:11]=[C:10]([C:12]2[CH:13]=[N:14][CH:15]=[C:16]([F:18])[CH:17]=2)[CH:9]=[C:8]([CH3:19])[N:7]=1)=[O:5])C.[NH2:20][C:21]1[CH:26]=[CH:25][CH:24]=[CH:23][CH:22]=1>>[C:21]1([NH:20][C:4]([C:6]2[CH:11]=[C:10]([C:12]3[CH:13]=[N:14][CH:15]=[C:16]([F:18])[CH:17]=3)[CH:9]=[C:8]([CH3:19])[N:7]=2)=[O:5])[CH:26]=[CH:25][CH:24]=[CH:23][CH:22]=1. Procedure details: The title compound, was prepared from 5-Fluoro-6′-methyl-[3,4′]bipyridinyl-2′-carboxylic acid ethyl ester in accordance with the general method of example 26, step 6 using Aniline instead of 3-chloroaniline to yield the final compound as a white solid, MS (ISP): m/e=308.3, 309.3 (M+H)+. Reactants: C(C)OC(=O)C1=NC(=CC(=C1)C=1C=NC=C(C1)F)C (5-Fluoro-6′-methyl-[3,4′]bipyridinyl-2′-carboxylic acid ethyl ester), NC1=CC=CC=C1 (Aniline). The reactants are CCO, O=[N+]([O-])c1cccnc1Cl, CN1CCN(CCCN)CC1. Yields the product CN1CCN(CCCNc2ncccc2[N+](=O)[O-])CC1. RXN SMILES: [CH3:22][CH2:23][OH:24].[Cl:12][c:13]1[n:14][cH:15][cH:16][cH:17][c:18]1[N+:19](=[O:20])[O-:21].[NH2:1][CH2:2][CH2:3][CH2:4][N:5]1[CH2:6][CH2:7][N:8]([CH3:11])[CH2:9][CH2:10]1>>[NH:1]([CH2:2][CH2:3][CH2:4][N:5]1[CH2:6][CH2:7][N:8]([CH3:11])[CH2:9][CH2:10]1)[c:13]1[n:14][cH:15][cH:16][cH:17][c:18]1[N+:19](=[O:20])[O-:21]. The reactants are ClCC1=NC2=C(N1CC)C=CC(=C2)C#N (2-Chloromethyl-1-ethyl-1H-benzoimidazole-5-carbonitrile), C(C)(C)(C)OC(=O)N1N=C(C=C1)C=1NC=CN1 (3-(1H-Imidazol-2-yl)-pyrazole-1-carboxylic acid tert-butyl ester). The product is C(C)N1C(=NC2=C1C=CC(=C2)C#N)CN2C(=NC=C2)C2=NNC=C2 (1-Ethyl-2-[2-(1H-pyrazol-3-yl)-imidazol-1-ylmethyl]-1H-benzoimidazole-5-carbonitrile). RXN SMILES: Cl[CH2:2][C:3]1[N:7]([CH2:8][CH3:9])[C:6]2[CH:10]=[CH:11][C:12]([C:14]#[N:15])=[CH:13][C:5]=2[N:4]=1.C(OC([N:23]1[CH:27]=[CH:26][C:25]([C:28]2[NH:29][CH:30]=[CH:31][N:32]=2)=[N:24]1)=O)(C)(C)C>>[CH2:8]([N:7]1[C:6]2[CH:10]=[CH:11][C:12]([C:14]#[N:15])=[CH:13][C:5]=2[N:4]=[C:3]1[CH2:2][N:32]1[CH:31]=[CH:30][N:29]=[C:28]1[C:25]1[CH:26]=[CH:27][NH:23][N:24]=1)[CH3:9]. Reported procedure: As described previously, nucleophilic displacement of 2-Chloromethyl-1-ethyl-1H-benzoimidazole-5-carbonitrile with 3-(1H-Imidazol-2-yl)-pyrazole-1-carboxylic acid tert-butyl ester followed by usual work-up provides 1-Ethyl-2-[2-(1H-pyrazol-3-yl)-imidazol-1-ylmethyl]-1H-benzoimidazole-5-carbonitrile; 1H NMR (CD3OD) δ 7.97 (s, 1H), 7.53 (brs, 1H), 7.46 (d, J=8.7 Hz, 1H), 7.35 (d, J=8.1 Hz, 1H), 6.97 (d, J=6.3 Hz, 2H), 6.79 (br s, 1H), 6.10 (s, 2H), 4.22 (q, J=7.2 Hz, 2H), 0.88 (t, J=7.2 Hz, 3H); m... The reactants are C1(=CC=CC=C1)[C@@H]1[C@@H](CCCC1)CCO (2-(cis-2-phenylcyclohexyl)ethanol), [Cr](=O)(=O)([O-])Cl.[NH+]1=CC=CC=C1 (pyridinium chlorochromate). Run in C(Cl)Cl (methylene chloride), C(Cl)Cl (methylene chloride), CCOCC (ether). Run at time 2 hour. Product: C1(=CC=CC=C1)[C@@H]1[C@@H](CCCC1)CC=O ((cis-2-phenylcyclohexyl)acetaldehyde). The yield is 50.5%. Reaction SMILES: [C:1]1([C@H:7]2[CH2:12][CH2:11][CH2:10][CH2:9][C@H:8]2[CH2:13][CH2:14][OH:15])[CH:6]=[CH:5][CH:4]=[CH:3][CH:2]=1.[Cr](Cl)([O-])(=O)=O.[NH+]1C=CC=CC=1>C(Cl)Cl.CCOCC>[C:1]1([C@H:7]2[CH2:12][CH2:11][CH2:10][CH2:9][C@H:8]2[CH2:13][CH:14]=[O:15])[CH:6]=[CH:5][CH:4]=[CH:3][CH:2]=1 |f:1.2|. Reported procedure: A solution of 2-(cis-2-phenylcyclohexyl)ethanol (3 g.) in methylene chloride (6 ml.) was added rapidly to a stirred suspension of pyridinium chlorochromate (4.8 g.) in methylene chloride (6 ml.). The mixture was stirred for 2 hours and diluted with ether (75 ml.). The supernatant solution was decanted from the black tar and filtered through diatomaceous earth. The residual tar was washed thoroughly with ether. The combined ethereal filtrate and washings were evaporated. The pale yellow oil obtai... Starting materials: Cl (hydrochloric acid), NC1=NC(=C(C(=N1)N)C1=CC(=C(C=C1)Cl)NC(=O)CCCCCCCCCC)CC (2,4-diamino-6-ethyl-5-(4-chloro-3-decylcarbonylaminophenyl)pyrimidine), [OH-].[Na+] (sodium hydroxide). Run in O1CCCC1 (tetrahydrofuran). Run at temperature 60 celsius, time 24 hour. Product: NC1=NC(=C(C(=N1)N)C1=CC(=C(C=C1)Cl)NCCCCCCCCCCC)CC (2,4-diamino-6-ethyl-5-(4-chloro-3-undecylaminophenyl)pyrimidine). Reaction SMILES: [NH2:1][C:2]1[N:7]=[C:6]([NH2:8])[C:5]([C:9]2[CH:14]=[CH:13][C:12]([Cl:15])=[C:11]([NH:16][C:17]([CH2:19][CH2:20][CH2:21][CH2:22][CH2:23][CH2:24][CH2:25][CH2:26][CH2:27][CH3:28])=O)[CH:10]=2)=[C:4]([CH2:29][CH3:30])[N:3]=1.Cl.[OH-].[Na+]>O1CCCC1>[NH2:1][C:2]1[N:7]=[C:6]([NH2:8])[C:5]([C:9]2[CH:14]=[CH:13][C:12]([Cl:15])=[C:11]([NH:16][CH2:17][CH2:19][CH2:20][CH2:21][CH2:22][CH2:23][CH2:24][CH2:25][CH2:26][CH2:27][CH3:28])[CH:10]=2)=[C:4]([CH2:29][CH3:30])[N:3]=1 |f:2.3|. Procedure details: Under a nitrogen atmosphere, a stirred solution of 40 mL of 1M borane-tetrahydrofuran complex was cooled to below 10° C., and a solution of 2.4 grams (0.006 mole) of 2,4-diamino-6-ethyl-5-(4-chloro-3-decylcarbonylaminophenyl)pyrimidine in 60 mL of tetrahydrofuran was added dropwise during about a 5 minute period. The reaction mixture temperature was maintained below 10° C. throughout the addition. Upon completion of addition, the reaction mixture was heated at 60° C. for about 18 hours. After th... Reactants: C(=O)(O)C=CC1=CC=C(C2=CC=CC=C12)OC (1-(2-carboxyethenyl)-4-methoxynaphthalene), C([O-])([O-])=O.[Na+].[Na+] (sodium carbonate), C(Cl)(Cl)Cl (chloroform), BrBr (bromine). Solvent: O (water), C(Cl)Cl (methylene chloride). Yields the product BrC=CC1=CC=C(C2=CC=CC=C12)OC (1-(2-bromoethenyl)-4-methoxynaphthalene). Reaction SMILES: C([CH:4]=[CH:5][C:6]1[C:15]2[C:10](=[CH:11][CH:12]=[CH:13][CH:14]=2)[C:9]([O:16][CH3:17])=[CH:8][CH:7]=1)(O)=O.C(Cl)(Cl)Cl.[Br:22]Br.C(=O)([O-])[O-].[Na+].[Na+]>O.C(Cl)Cl>[Br:22][CH:4]=[CH:5][C:6]1[C:15]2[C:10](=[CH:11][CH:12]=[CH:13][CH:14]=2)[C:9]([O:16][CH3:17])=[CH:8][CH:7]=1 |f:3.4.5|. Procedure details: To a suspension of 33.3 g. (0.146 mol.) of 1-(2-carboxyethenyl)-4-methoxynaphthalene in 500 ml. of chloroform was added dropwise a solution of 8.05 ml. (0.146 mol.) of bromine in 125 ml. of methylene chloride. The solvent was removed, a solution of 31 g. (0.292 mol.) of sodium carbonate in 300 ml. of water was added to the residue and the mixture was refluxed for 2 hours. After cooling, the mixture was extracted with methylene chloride, the layers were separated and the organic phase was washed ... Reactants: C(C)C=1C=2C=C(C(=CC2C(CC1)(C)C)NC1=CC=C(C(=O)OCC)C=C1)C (Ethyl 4-(5-ethyl-3,8,8-trimethyl-7,8-dihydro-naphthalen-2-ylamino)benzoate), C(C)C=1C=2C=C(C(=CC2C(CC1)(C)C)NC1=CC=C(C(=O)OCC)C=C1)C (Ethyl 4-(5-ethyl-3,8,8-trimethyl-7,8-dihydro-naphthalen-2-ylamino)benzoate), C(C)=O (acetaldehyde). The product is C(C)N(C1=CC=C(C(=O)OCC)C=C1)C1=CC=2C(CC=C(C2C=C1C)C)(C)C (Ethyl 4-[ethyl(3,5,8,8-tetramethyl-7,8-dihydronaphthalen-2-yl)amino]benzoate). The yield is 66.2%. Reaction SMILES: [CH2:1]([C:3]1[C:4]2[CH:5]=[C:6]([CH3:27])[C:7]([NH:15][C:16]3[CH:26]=[CH:25][C:19]([C:20]([O:22][CH2:23][CH3:24])=[O:21])=[CH:18][CH:17]=3)=[CH:8][C:9]=2[C:10]([CH3:14])([CH3:13])[CH2:11][CH:12]=1)C.[CH:28](=O)[CH3:29]>>[CH2:28]([N:15]([C:7]1[C:6]([CH3:27])=[CH:5][C:4]2[C:3]([CH3:1])=[CH:12][CH2:11][C:10]([CH3:13])([CH3:14])[C:9]=2[CH:8]=1)[C:16]1[CH:26]=[CH:25][C:19]([C:20]([O:22][CH2:23][CH3:24])=[O:21])=[CH:18][CH:17]=1)[CH3:29]. Procedure: Following General Procedure D, ethyl 4-(5-ethyl-3,8,8-tetramethyl-7,8-dihydronaphthalen-2-ylamino)benzoate (Compound 55, 0.37 g, 1.0 mmol) was reacted with acetaldehyde (0.56 mL, 10.0 mmol) to give 0.25 g (63%) of the title compound as a clear oil. The reactants are C(CCCCCCCCCCCCCCC)N(C)C (hexadecyldimethylamine), C(C(=O)C1=CC=CC=C1)Br (phenacyl bromide). Solvent: C(C)O (ethanol). Yields the product [Br-].C(CCCCCCCCCCCCCCC)[N+](C)(C)CC(=O)C1=CC=CC=C1 (N-palmityl-N-phenacyl-N,N-dimethyl-ammonium bromide). As a reaction SMILES: [CH2:1]([N:17]([CH3:19])[CH3:18])[CH2:2][CH2:3][CH2:4][CH2:5][CH2:6][CH2:7][CH2:8][CH2:9][CH2:10][CH2:11][CH2:12][CH2:13][CH2:14][CH2:15][CH3:16].[CH2:20]([Br:29])[C:21]([C:23]1[CH:28]=[CH:27][CH:26]=[CH:25][CH:24]=1)=[O:22]>C(O)C>[Br-:29].[CH2:1]([N+:17]([CH2:20][C:21]([C:23]1[CH:28]=[CH:27][CH:26]=[CH:25][CH:24]=1)=[O:22])([CH3:19])[CH3:18])[CH2:2][CH2:3][CH2:4][CH2:5][CH2:6][CH2:7][CH2:8][CH2:9][CH2:10][CH2:11][CH2:12][CH2:13][CH2:14][CH2:15][CH3:16] |f:3.4|. Procedure: A mixture of hexadecyldimethylamine (0.1 mol) and phenacyl bromide (0.1 mol) in ethanol was refluxed for 5 hours. Ethanol was removed under reduced pressure and the product was crystallised from acetone. Starting materials: C(C)C=1C=CC=C2C=CC=C(C12)O (8-ethyl-1-naphthol), O (water), COC(Cl)Cl (dichloromethyl methyl ether). The solvent is ClCCl (dichloromethane), [Ti](Cl)(Cl)(Cl)Cl (titanium tetrachloride). Run at time 10 minute. Product: C(C)C1=C2C(=CC=C(C2=CC=C1)C=O)O (5-ethyl-4-hydroxy-1-naphthalenecarbaldehyde). As a reaction SMILES: [CH2:1]([C:3]1[CH:4]=[CH:5][CH:6]=[C:7]2[C:12]=1[C:11]([OH:13])=[CH:10][CH:9]=[CH:8]2)[CH3:2].[CH3:14][O:15]C(Cl)Cl.O>ClCCl.[Ti](Cl)(Cl)(Cl)Cl>[CH2:1]([C:3]1[CH:4]=[CH:5][CH:6]=[C:7]2[C:12]=1[C:11]([OH:13])=[CH:10][CH:9]=[C:8]2[CH:14]=[O:15])[CH3:2]. Procedure details: 24.0 g of 8-ethyl-1-naphthol was dissolved in 200 ml of dichloromethane, in which 30.6 ml of titanium tetrachloride was gradually dropped under ice-cooling conditions. Thereafter, 20.3 ml of dichloromethyl methyl ether was gradually dropped under ice-cooling condition. After agitation for 10 minutes, 50 ml of water was gradually dropped under ice-cooling conditions. The reaction solution was extracted with ethyl acetate and the organic phase was washed with water. After drying with anhydrous mag...